This data is from the Open Reaction Database (ORD), a public repository of structured organic reaction records. The task is: describe an organic reaction: reactants, conditions, products, and yield The reactants are C(C)(C)(C)OC(=O)N1CC(C1)OC1=C(C=C(C=C1)N1C(C2=C(CC1)C=C(S2)C2=CC=C(C=C2)Cl)=O)OC (3-{4-[2-(4-chloro-phenyl)-7-oxo-4,7-dihydro-5H-thieno[2,3-c]pyridin-6-yl]-2-methoxy-phenoxy}-azetidine-1-carboxylic acid tert-butyl ester), FC(C(=O)O)(F)F (trifluoroacetic acid). The yield is 78.5%. Procedure details: Dissolve 3-{4-[2-(4-chloro-phenyl)-7-oxo-4,7-dihydro-5H-thieno[2,3-c]pyridin-6-yl]-2-methoxy-phenoxy}-azetidine-1-carboxylic acid tert-butyl ester (924 μmol, 500 mg) in dichloromethane (10 mL), add trifluoroacetic acid (5 mL), and stir the reaction at room temperature for 2 h. Concentrate the material in vacuo and partition the residue between 1N NaOH (10 mL) and CH2Cl2 (15 mL). Separate the organic portion and extract the aqueous portion with CH2Cl2 (3×10 mL). Dry the combined organics over Na2... Reaction SMILES: C(OC([N:8]1[CH2:11][CH:10]([O:12][C:13]2[CH:18]=[CH:17][C:16]([N:19]3[CH2:24][CH2:23][C:22]4[CH:25]=[C:26]([C:28]5[CH:33]=[CH:32][C:31]([Cl:34])=[CH:30][CH:29]=5)[S:27][C:21]=4[C:20]3=[O:35])=[CH:15][C:14]=2[O:36][CH3:37])[CH2:9]1)=O)(C)(C)C.FC(F)(F)C(O)=O>ClCCl>[NH:8]1[CH2:9][CH:10]([O:12][C:13]2[CH:18]=[CH:17][C:16]([N:19]3[CH2:24][CH2:23][C:22]4[CH:25]=[C:26]([C:28]5[CH:29]=[CH:30][C:31]([Cl:34])=[CH:32][CH:33]=5)[S:27][C:21]=4[C:20]3=[O:35])=[CH:15][C:14]=2[O:36][CH3:37])[CH2:11]1. Run in ClCCl (dichloromethane). The product is N1CC(C1)OC1=C(C=C(C=C1)N1C(C2=C(CC1)C=C(S2)C2=CC=C(C=C2)Cl)=O)OC (6-[4-(azetidin-3-yloxy)-3-methoxy-phenyl]-2-(4-chloro-phenyl)-5,6-dihydro-4H-thieno[2,3-c]pyridin-7-one).